Dataset: the Open Reaction Database (ORD), a public repository of structured organic reaction records. Task: describe an organic reaction: reactants, conditions, products, and yield Reactants: CCOC(=O)Cl, CCN(CC)Cc1ccc2c(=O)n(C(c3ccccc3)(c3ccccc3)c3ccccc3)oc2c1, ClCCl, CC(C)O. Yields the product O=c1c2ccc(CCl)cc2on1C(c1ccccc1)(c1ccccc1)c1ccccc1. RXN SMILES: [C:36](=[O:37])([O:38][CH2:39][CH3:40])[Cl:41].[CH2:1]([N:2]([CH2:3][CH3:4])[CH2:6][c:7]1[cH:8][c:9]2[c:10]([c:11](=[O:33])[n:12]([C:14]([c:15]3[cH:16][cH:17][cH:18][cH:19][cH:20]3)([c:21]3[cH:22][cH:23][cH:24][cH:25][cH:26]3)[c:27]3[cH:28][cH:29][cH:30][cH:31][cH:32]3)[o:13]2)[cH:34][cH:35]1)[CH3:5].[CH2:42]([Cl:43])[Cl:44].[CH3:45][CH:46]([OH:47])[CH3:48]>>[CH2:6]([c:7]1[cH:8][c:9]2[c:10]([c:11](=[O:33])[n:12]([C:14]([c:15]3[cH:16][cH:17][cH:18][cH:19][cH:20]3)([c:21]3[cH:22][cH:23][cH:24][cH:25][cH:26]3)[c:27]3[cH:28][cH:29][cH:30][cH:31][cH:32]3)[o:13]2)[cH:34][cH:35]1)[Cl:41].